Dataset: the Open Reaction Database (ORD), a public repository of structured organic reaction records. Task: describe an organic reaction: reactants, conditions, products, and yield Reactants: Cc1ccnc(-c2cc(CCCC(=O)O)ccn2)c1, C(=NC1CCCCC1)=NC1CCCCC1, ClCCl, O=C1CCC(=O)N1O. Product: Cc1ccnc(-c2cc(CCCC(=O)ON3C(=O)CCC3=O)ccn2)c1. As a reaction SMILES: [CH3:24][c:25]1[cH:26][c:27](-[c:31]2[n:32][cH:33][cH:34][c:35]([CH2:37][CH2:38][CH2:39][C:40](=[O:41])[OH:42])[cH:36]2)[n:28][cH:29][cH:30]1.[CH:1]1([N:2]=[C:3]=[N:4][CH:5]2[CH2:6][CH2:7][CH2:8][CH2:9][CH2:10]2)[CH2:11][CH2:12][CH2:13][CH2:14][CH2:15]1.[Cl:43][CH2:44][Cl:45].[OH:16][N:17]1[C:18](=[O:23])[CH2:19][CH2:20][C:21]1=[O:22]>>[O:16]([N:17]1[C:18](=[O:23])[CH2:19][CH2:20][C:21]1=[O:22])[C:40]([CH2:39][CH2:38][CH2:37][c:35]1[cH:34][cH:33][n:32][c:31](-[c:27]2[cH:26][c:25]([CH3:24])[cH:30][cH:29][n:28]2)[cH:36]1)=[O:41].